This data is from the Open Reaction Database (ORD), a public repository of structured organic reaction records. The task is: describe an organic reaction: reactants, conditions, products, and yield Reactants: BrC1=CC(=NC2=C(C=CC=C12)C(F)(F)F)C(F)(F)F (4-bromo-2,8-bis(trifluoromethyl)quinoline), C(CCC)[Li] (n-butyllithium), C1(=CC=CC=C1)C(N1CC(C1)=O)C1=CC=CC=C1 (N-diphenylmethyl-3-azetidinone), O (water). The solvent is CCOCC (ether), CCOCC (ether). Reaction conditions: time 20 minute. Product: C1(=CC=CC=C1)C(N1CC(C1)(O)C1=CC(=NC2=C(C=CC=C12)C(F)(F)F)C(F)(F)F)C1=CC=CC=C1 (1-Diphenylmethyl-3-(2,8-bis(trifluoromethyl)-4-quinolinyl)-3-azetidinol). The yield is 101.3%. Reaction SMILES: Br[C:2]1[C:11]2[C:6](=[C:7]([C:12]([F:15])([F:14])[F:13])[CH:8]=[CH:9][CH:10]=2)[N:5]=[C:4]([C:16]([F:19])([F:18])[F:17])[CH:3]=1.C([Li])CCC.[C:25]1([CH:31]([C:37]2[CH:42]=[CH:41][CH:40]=[CH:39][CH:38]=2)[N:32]2[CH2:35][C:34](=[O:36])[CH2:33]2)[CH:30]=[CH:29][CH:28]=[CH:27][CH:26]=1.O>CCOCC>[C:37]1([CH:31]([C:25]2[CH:26]=[CH:27][CH:28]=[CH:29][CH:30]=2)[N:32]2[CH2:35][C:34]([C:2]3[C:11]4[C:6](=[C:7]([C:12]([F:15])([F:14])[F:13])[CH:8]=[CH:9][CH:10]=4)[N:5]=[C:4]([C:16]([F:19])([F:18])[F:17])[CH:3]=3)([OH:36])[CH2:33]2)[CH:38]=[CH:39][CH:40]=[CH:41][CH:42]=1. Procedure: To a solution of 4-bromo-2,8-bis(trifluoromethyl)quinoline (500 mg, 1.45 mmol) in dry ether (10 mL) at −78° C. under argon was added n-butyllithium (0.64 mL of 2.5-M, 1.6 mmol). After 20 min a solution of N-diphenylmethyl-3-azetidinone (345 mg, 1.45 mmol) in ether (5 mL) was added dropwise, the mixture stirred for 20 min, water was added and the mixture allowed to warm slowly to room temperature. The mixture was extracted with ether (3×20 mL), the combined extracts dried (MgSO4), concentrated in... Yields the product COc1cccc(CC(=O)NC2N=C(c3ccccc3)c3ccccc3N(C)C2=O)c1. Reactants: COc1cccc(CC(=O)Cl)c1, CN1C(=O)C(N)N=C(c2ccccc2)c2ccccc21. RXN SMILES: [CH3:21][O:22][c:23]1[cH:24][c:25]([CH2:29][C:30](=[O:31])[Cl:32])[cH:26][cH:27][cH:28]1.[NH2:1][CH:2]1[C:3](=[O:20])[N:4]([CH3:19])[c:5]2[c:6]([cH:15][cH:16][cH:17][cH:18]2)[C:7]([c:9]2[cH:10][cH:11][cH:12][cH:13][cH:14]2)=[N:8]1>>[NH:1]([CH:2]1[C:3](=[O:20])[N:4]([CH3:19])[c:5]2[c:6]([cH:15][cH:16][cH:17][cH:18]2)[C:7]([c:9]2[cH:10][cH:11][cH:12][cH:13][cH:14]2)=[N:8]1)[C:30]([CH2:29][c:25]1[cH:24][c:23]([O:22][CH3:21])[cH:28][cH:27][cH:26]1)=[O:31]. Starting materials: CCCCOC(=O)C(NC(=O)OCC(Cl)(Cl)Cl)OC(C)=O, ClCCl, Cc1cccc(C)c1O. Yields the product CCCCOC(=O)C(NC(=O)OCC(Cl)(Cl)Cl)c1cc(C)c(O)c(C)c1. Reaction SMILES: [CH2:1]([CH2:2][CH2:3][CH3:4])[O:5][C:6]([CH:7]([NH:8][C:9](=[O:10])[O:11][CH2:12][C:13]([Cl:14])([Cl:15])[Cl:16])[O:17][C:18](=[O:19])[CH3:20])=[O:21].[CH2:31]([Cl:32])[Cl:33].[CH3:22][c:23]1[c:24]([OH:30])[c:25]([CH3:29])[cH:26][cH:27][cH:28]1>>[CH2:1]([CH2:2][CH2:3][CH3:4])[O:5][C:6]([CH:7]([NH:8][C:9](=[O:10])[O:11][CH2:12][C:13]([Cl:14])([Cl:15])[Cl:16])[c:27]1[cH:26][c:25]([CH3:29])[c:24]([OH:30])[c:23]([CH3:22])[cH:28]1)=[O:21]. Reactants: CCC1C(=O)Nc2cc(F)ccc2N1S(=O)(=O)c1ccc(OC)cc1, CCC1C(=O)N(C)c2cc(F)ccc2N1C(=O)c1ccc(OC)cc1, CI. The product is CCC1C(=O)N(C)c2cc(F)ccc2N1S(=O)(=O)c1ccc(OC)cc1. RXN SMILES: [CH2:1]([CH3:2])[CH:3]1[C:4](=[O:25])[NH:5][c:6]2[cH:7][c:8]([F:24])[cH:9][cH:10][c:11]2[N:12]1[S:13](=[O:14])(=[O:15])[c:16]1[cH:17][cH:18][c:19]([O:22][CH3:23])[cH:20][cH:21]1.[CH2:28]([CH:29]1[N:30]([C:31](=[O:32])[c:33]2[cH:34][cH:35][c:36]([O:37][CH3:38])[cH:39][cH:40]2)[c:41]2[c:42]([cH:43][c:44]([F:45])[cH:46][cH:47]2)[N:48]([CH3:49])[C:50]1=[O:51])[CH3:52].[I:26][CH3:27]>>[CH2:1]([CH3:2])[CH:3]1[C:4](=[O:25])[N:5]([CH3:28])[c:6]2[cH:7][c:8]([F:24])[cH:9][cH:10][c:11]2[N:12]1[S:13](=[O:14])(=[O:15])[c:16]1[cH:17][cH:18][c:19]([O:22][CH3:23])[cH:20][cH:21]1. Starting materials: C1(=CC=CC=C1)N=C=S (Phenyl isothiocyanate), C(C=1C(N)=CC=CC1)(=O)O (anthranilic acid). The solvent is alcohol. Product: C1(=CC=CC=C1)N1C(NC2=CC=CC=C2C1=O)=S (3-phenyl-2,3-dihydro-2-thioxoquinazolin-4(1H)-one). Isolated yield 61.1%. Reaction SMILES: [C:1]1([N:7]=[C:8]=[S:9])[CH:6]=[CH:5][CH:4]=[CH:3][CH:2]=1.[C:10](O)(=[O:18])[C:11]1[C:12](=[CH:14][CH:15]=[CH:16][CH:17]=1)[NH2:13]>>[C:1]1([N:7]2[C:10](=[O:18])[C:11]3[C:12](=[CH:14][CH:15]=[CH:16][CH:17]=3)[NH:13][C:8]2=[S:9])[CH:6]=[CH:5][CH:4]=[CH:3][CH:2]=1. Reported procedure: Phenyl isothiocyanate (28.3 g) was added to anthranilic acid (28.7 g) in absolute alcohol (250 ml) and heated at reflux for 4.5 hours. The mixture was cooled to room temperature and the solid removed by filtration to give 32.5 g of 3-phenyl-2,3-dihydro-2-thioxoquinazolin-4(1H)-one, mp 287°-291° C. Sulphuryl chloride (5.4 ml) was added dropwise at room temperature to a suspension of this product (32.5 g) in chloroform (250 ml). The mixture was heated at reflux for 4 hours. When cool, it was poure...